Dataset: the Open Reaction Database (ORD), a public repository of structured organic reaction records. Task: describe an organic reaction: reactants, conditions, products, and yield Starting materials: O (water), COCOCC=1C=CC(=NC1)CCO (2-(5-methoxymethoxymethyl-2-pyridyl)ethanol), FC1=CC=C(C=C1)[N+](=O)[O-] (4-fluoronitrobenzene), [H-].[Na+] (sodium hydride). The solvent is CN(C=O)C (N,N-dimethylformamide), oil. Product: COCOCC=1C=CC(=NC1)CCOC1=CC=C(C=C1)[N+](=O)[O-] (5-methoxymethoxymethyl-2-[2-(4-nitrophenoxy)ethyl]pyridine). Yield: 78.5%. RXN SMILES: [CH3:1][O:2][CH2:3][O:4][CH2:5][C:6]1[CH:7]=[CH:8][C:9]([CH2:12][CH2:13][OH:14])=[N:10][CH:11]=1.F[C:16]1[CH:21]=[CH:20][C:19]([N+:22]([O-:24])=[O:23])=[CH:18][CH:17]=1.[H-].[Na+].O>CN(C)C=O>[CH3:1][O:2][CH2:3][O:4][CH2:5][C:6]1[CH:7]=[CH:8][C:9]([CH2:12][CH2:13][O:14][C:16]2[CH:21]=[CH:20][C:19]([N+:22]([O-:24])=[O:23])=[CH:18][CH:17]=2)=[N:10][CH:11]=1 |f:2.3|. Procedure details: To a solution of 2-(5-methoxymethoxymethyl-2-pyridyl)ethanol (11.6 g) and 4-fluoronitrobenzene (8.5 g) in N,N-dimethylformamide (100 ml) was added by portions sodium hydride in oil (60%, 2.8 g) with ice-cooling. The reaction mixture was stirred with ice-cooling for additional 1 hour, poured into water and then extracted with ethyl acetate. The ethyl acetate layer was washed with water, dried over magnesium sulfate and concentrated under reduced pressure. The oily residue was subjected to silica ... Starting materials: CCN=C=NCCCN(C)C.Cl (WSC.HCl), C(C1=CC=CC=C1)OCCCCC(=O)O (5-Benzyloxyvaleric acid), C(C1=CC=CC=C1)[C@H]1NC(OC1)=O ((R)-4-benzyl-2-oxazolidinone). Reagents/catalysts: CN(C1=CC=NC=C1)C (4-dimethylaminopyridine). Run in C(Cl)(Cl)Cl (chloroform). Reaction conditions: time 2.5 hour. Yields the product C(C1=CC=CC=C1)[C@H]1N(C(OC1)=O)C(CCCCOCC1=CC=CC=C1)=O ((R)-4-Benzyl-3-(5-benzyloxypentanoyl)oxazolidin-2-one). Yield: 95.4%. RXN SMILES: [CH2:1]([O:8][CH2:9][CH2:10][CH2:11][CH2:12][C:13]([OH:15])=O)[C:2]1[CH:7]=[CH:6][CH:5]=[CH:4][CH:3]=1.[CH2:16]([C@@H:23]1[CH2:27][O:26][C:25](=[O:28])[NH:24]1)[C:17]1[CH:22]=[CH:21][CH:20]=[CH:19][CH:18]=1.CCN=C=NCCCN(C)C.Cl>CN(C)C1C=CN=CC=1.C(Cl)(Cl)Cl>[CH2:16]([C@@H:23]1[CH2:27][O:26][C:25](=[O:28])[N:24]1[C:13](=[O:15])[CH2:12][CH2:11][CH2:10][CH2:9][O:8][CH2:1][C:2]1[CH:3]=[CH:4][CH:5]=[CH:6][CH:7]=1)[C:17]1[CH:18]=[CH:19][CH:20]=[CH:21][CH:22]=1 |f:2.3|. Procedure details: 5-Benzyloxyvaleric acid (87.97 g), (R)-4-benzyl-2-oxazolidinone (74.8 g) and chloroform (880 mL) were mixed. To the mixture were added 4-dimethylaminopyridine (51.5 g) and WSC.HCl (85 g). The mixture was stirred at RT for 2.5 hr. The reaction mixture was concentrated in vacuo. To the resultant residue was added ethyl acetate (360 mL). To the mixture were added 2 N hydrochloric acid (211 mL) and water (100 mL), and the mixture was extracted with ethyl acetate (180 mL). The organic layer was washe... Starting materials: C(#N)COC=1C=C(C(=O)NC2CCNCC2)C=C(C1)OC (3-cyanomethoxy-5-methoxy-N-piperidin-4-yl-benzamide), C(C)(C)(C)OC(=O)N1CCC(CC1)NC(C1=CC(=CC(=C1)OC)O)=O (4-(3-hydroxy-5-methoxy-benzoylamino)-piperidine-1-carboxylic acid tert-butyl ester), BrCC#N (bromo-acetonitrile), C([O-])([O-])=O.[K+].[K+] (potassium carbonate). The solvent is CC#N (MeCN). Product: C(C)(C)(C)OC(=O)N1CCC(CC1)NC(C1=CC(=CC(=C1)OC)OCC#N)=O (4-(3-cyanomethoxy-5-methoxy-benzoylamino)-piperidine-1-carboxylic acid tert-butyl ester). As a reaction SMILES: [C:1]([CH2:3][O:4][C:5]1[CH:6]=[C:7]([CH:17]=[C:18]([O:20][CH3:21])[CH:19]=1)[C:8]([NH:10][CH:11]1[CH2:16][CH2:15][NH:14][CH2:13][CH2:12]1)=[O:9])#[N:2].[C:22]([O:26][C:27](N1CCC(NC(=O)C2C=C(OC)C=C(O)C=2)CC1)=[O:28])([CH3:25])([CH3:24])[CH3:23].BrCC#N.C(=O)([O-])[O-].[K+].[K+]>CC#N>[C:22]([O:26][C:27]([N:14]1[CH2:13][CH2:12][CH:11]([NH:10][C:8](=[O:9])[C:7]2[CH:17]=[C:18]([O:20][CH3:21])[CH:19]=[C:5]([O:4][CH2:3][C:1]#[N:2])[CH:6]=2)[CH2:16][CH2:15]1)=[O:28])([CH3:25])([CH3:24])[CH3:23] |f:3.4.5|. Reported procedure: In analogy to the procedure described in example 50k), 3-cyanomethoxy-5-methoxy-N-piperidin-4-yl-benzamide [prepared by i) reaction of 4-(3-hydroxy-5-methoxy-benzoylamino)-piperidine-1-carboxylic acid tert-butyl ester (example 168a) with bromo-acetonitrile in MeCN at rt in the presence of anhydrous potassium carbonate to give 4-(3-cyanomethoxy-5-methoxy-benzoylamino)-piperidine-1-carboxylic acid tert-butyl ester; ii) Boc cleavage using trifluoro acetic acid (90%) in MeCl2 at rt in analogy to the... Product: CNC(=O)NC1CCC(OC)c2sccc21. RXN SMILES: [CH3:13][N:14]=[C:15]=[O:16].[CH3:1][O:2][CH:3]1[CH2:4][CH2:5][CH:6]([NH2:12])[c:7]2[c:8]1[s:9][cH:10][cH:11]2>>[CH3:1][O:2][CH:3]1[CH2:4][CH2:5][CH:6]([NH:12][C:15]([NH:14][CH3:13])=[O:16])[c:7]2[c:8]1[s:9][cH:10][cH:11]2. Reactants: CN=C=O, COC1CCC(N)c2ccsc21.